This data is from the Open Reaction Database (ORD), a public repository of structured organic reaction records. The task is: describe an organic reaction: reactants, conditions, products, and yield Reactants: C(C)(=O)O (acetic acid), C1(=CC=CC=C1)C=1OC(=CC(C1C(=O)OCC)=O)C1=CC=CC=C1 (2,6-diphenyl-3-ethoxycarbonyl-4-pyrone), CN (methylamine). Run in O (water), CO (methanol). Yields the product C1(=CC=CC=C1)C1=C(C(=O)OCC)C(C=C(N1C)C1=CC=CC=C1)=O (ethyl 2,6-diphenyl-1-methyl-4-oxonicotinate). As a reaction SMILES: [C:1]1([C:7]2O[C:9]([C:19]3[CH:24]=[CH:23][CH:22]=[CH:21][CH:20]=3)=[CH:10][C:11](=[O:18])[C:12]=2[C:13]([O:15][CH2:16][CH3:17])=[O:14])[CH:6]=[CH:5][CH:4]=[CH:3][CH:2]=1.C(O)(=O)C.[CH3:29][NH2:30]>CO.O>[C:1]1([C:7]2[N:30]([CH3:29])[C:9]([C:19]3[CH:24]=[CH:23][CH:22]=[CH:21][CH:20]=3)=[CH:10][C:11](=[O:18])[C:12]=2[C:13]([O:15][CH2:16][CH3:17])=[O:14])[CH:6]=[CH:5][CH:4]=[CH:3][CH:2]=1. Procedure details: 3.5 gms of 2,6-diphenyl-3-ethoxycarbonyl-4-pyrone was dissolved in 33 mls of methanol. 2 mls of glacial acetic acid was added. 13.3 mls of 40% aqueous methylamine was then added very slowly at room temperature. After 6 hours the reaction mixture was diluted with 200 mls of water and extracted with methylene chloride. Evaporation yielded 3.5 gms of ethyl 2,6-diphenyl-1-methyl-4-oxonicotinate which was recrystallized from methylene chloride/ether. mp=177°-9° Reactants: ClCC(=O)Cl (Chloroacetyl chloride), BrC1=CC=C2C(=C(C=NC2=C1)N)NCC1CCOCC1 (7-bromo-N4-(tetrahydro-2H-pyran-4-ylmethyl)quinoline-3,4-diamine), ClCC(=O)Cl (chloroacetyl chloride). The solvent is ClCCl (dichloromethane), ClCCl (dichloromethane). Run at time 1 hour. Yields the product BrC1=CC=C2C(=C(C=NC2=C1)NC(CCl)=O)NCC1CCOCC1 (N-{7-bromo-4-[(tetrahydro-2H-pyran-4-ylmethyl)amino]quinolin-3-yl}-2-chloroacetamide). The yield is 44.1%. As a reaction SMILES: [Cl:1][CH2:2][C:3](Cl)=[O:4].[Br:6][C:7]1[CH:16]=[C:15]2[C:10]([C:11]([NH:18][CH2:19][CH:20]3[CH2:25][CH2:24][O:23][CH2:22][CH2:21]3)=[C:12]([NH2:17])[CH:13]=[N:14]2)=[CH:9][CH:8]=1>ClCCl>[Br:6][C:7]1[CH:16]=[C:15]2[C:10]([C:11]([NH:18][CH2:19][CH:20]3[CH2:21][CH2:22][O:23][CH2:24][CH2:25]3)=[C:12]([NH:17][C:3](=[O:4])[CH2:2][Cl:1])[CH:13]=[N:14]2)=[CH:9][CH:8]=1. Reported procedure: Chloroacetyl chloride (5.2 mL, 65 mmol) was added to 7-bromo-N4-(tetrahydro-2H-pyran-4-ylmethyl)quinoline-3,4-diamine (55 mmol) dissolved in 273 mL of dichloromethane at 0° C. A solid formed after adding half of the chloroacetyl chloride at which point additional dichloromethane (100 mL) was added. The reaction was stirred for 1 hour at ambient temperature. The yellow suspension was quenched first with aqueous saturated sodium bicarbonate followed by 50% aqueous sodium hydroxide until a pH of 14...